This data is from the Open Reaction Database (ORD), a public repository of structured organic reaction records. The task is: describe an organic reaction: reactants, conditions, products, and yield Starting materials: C(C)(=O)OCCC1(OC2=C(C(=C(C(=C2CC1)C)OCC1=CC=CC=C1)C)C)C ((±)-2-(2-acetoxyethyl)-6-benzyloxy-2,5,7,8-tetramethylchroman), CO (methanol), C([O-])([O-])=O.[K+].[K+] (potassium carbonate). The solvent is O (water), O (water). Product: C(C1=CC=CC=C1)OC=1C(=C2CCC(OC2=C(C1C)C)(C)CCO)C ((±)-6-benzyloxy-2-(2-hydroxyethyl)-2,5,7,8-tetramethylchroman). RXN SMILES: C([O:4][CH2:5][CH2:6][C:7]1([CH3:28])[CH2:16][CH2:15][C:14]2[C:9](=[C:10]([CH3:27])[C:11]([CH3:26])=[C:12]([O:18][CH2:19][C:20]3[CH:25]=[CH:24][CH:23]=[CH:22][CH:21]=3)[C:13]=2[CH3:17])[O:8]1)(=O)C.CO.C(=O)([O-])[O-].[K+].[K+]>O>[CH2:19]([O:18][C:12]1[C:13]([CH3:17])=[C:14]2[C:9](=[C:10]([CH3:27])[C:11]=1[CH3:26])[O:8][C:7]([CH2:6][CH2:5][OH:4])([CH3:28])[CH2:16][CH2:15]2)[C:20]1[CH:25]=[CH:24][CH:23]=[CH:22][CH:21]=1 |f:2.3.4|. Procedure: To a solution of 0.5 g. of (±)-2-(2-acetoxyethyl)-6-benzyloxy-2,5,7,8-tetramethylchroman in 15 ml. of methanol was added a solution of 358 mg. of potassium carbonate in 1.5 ml. of water. The mixture was heated at reflux under N2 for 40 minutes, cooled, poured into water and extracted with methylene chloride. The methylene chloride solutions were washed with brine, dried over magnesium sulfate and stripped of solvent to give (±)-6-benzyloxy-2-(2-hydroxyethyl)-2,5,7,8-tetramethylchroman as an oil. Reactants: C1(CCCCC1)C=1C2=C(N3CC(N(C4=C(C31)C=CC=C4)CCN(C)C)=O)C=C(S2)C(=O)OC (methyl 12-cyclohexyl-5-[2-(dimethylamino)ethyl]-6-oxo-6,7-dihydro-5H-thieno[2′,3′:4,5]pyrrolo[1,2-d][1,4]benzodiazepine-10-carboxylate), B.CSC (borane dimethylsulfide), Cl (HCl). The solvent is C1CCOC1 (THF), CO (methanol). Conditions: time 2 hour. Yields the product C1(CCCCC1)C=1C2=C(N3CCN(C4=C(C31)C=CC=C4)CCN(C)C)C=C(S2)C(=O)OC (methyl 12-cyclohexyl-5-[2-(dimethylamino)ethyl]-6,7-dihydro-5H-thieno[2′,3′:4,5]pyrrolo[1,2-d][1,4]benzodiazepine-10-carboxylate). RXN SMILES: [CH:1]1([C:7]2[C:8]3[S:29][C:28]([C:30]([O:32][CH3:33])=[O:31])=[CH:27][C:9]=3[N:10]3[C:16]=2[C:15]2[CH:17]=[CH:18][CH:19]=[CH:20][C:14]=2[N:13]([CH2:21][CH2:22][N:23]([CH3:25])[CH3:24])[C:12](=O)[CH2:11]3)[CH2:6][CH2:5][CH2:4][CH2:3][CH2:2]1.B.CSC.Cl>C1COCC1.CO>[CH:1]1([C:7]2[C:8]3[S:29][C:28]([C:30]([O:32][CH3:33])=[O:31])=[CH:27][C:9]=3[N:10]3[C:16]=2[C:15]2[CH:17]=[CH:18][CH:19]=[CH:20][C:14]=2[N:13]([CH2:21][CH2:22][N:23]([CH3:25])[CH3:24])[CH2:12][CH2:11]3)[CH2:6][CH2:5][CH2:4][CH2:3][CH2:2]1 |f:1.2|. Reported procedure: A solution (0.1 M) of methyl 12-cyclohexyl-5-[2-(dimethylamino)ethyl]-6-oxo-6,7-dihydro-5H-thieno[2′,3′:4,5]pyrrolo[1,2-d][1,4]benzodiazepine-10-carboxylate (from Example 7, Step 5) in THF was treated with borane-dimethylsulfide complex (2 M solution in THF, 20 eq.). The mixture was stirred at RT for 2 h then treated with HCl in methanol (1.25 M) and heated at 75° C. for 30 mins. The solvents were removed in vacuo and the residue taken into EtOAc and washed with saturated NaHCO3 solution and bri... The reactants are C(#N)C=1N=CC(=NC1)NC1=NC=C(C(=C1)OCC1CCN(CC1)C(=O)OC(C)(C)C)NC(CN(C)C)=O (tert-butyl 4-((2-(5-cyanopyrazin-2-ylamino)-5-(2-(dimethylamino)acetamido) pyridin-4-yloxy)methyl)piperidine-1-carboxylate), FC(C(=O)O)(F)F (trifluoroacetic acid). Run in ClCCl (dichloromethane). The product is C(#N)C=1N=CC(=NC1)NC1=CC(=C(C=N1)NC(CN(C)C)=O)OCC1CCNCC1 (N-(6-(5-cyanopyrazin-2-ylamino)-4-(piperidin-4-ylmethoxy)pyridin-3-yl)-2-(dimethylamino)acetamide). Yield: 72.6%. RXN SMILES: [C:1]([C:3]1[N:4]=[CH:5][C:6]([NH:9][C:10]2[CH:15]=[C:14]([O:16][CH2:17][CH:18]3[CH2:23][CH2:22][N:21](C(OC(C)(C)C)=O)[CH2:20][CH2:19]3)[C:13]([NH:31][C:32](=[O:37])[CH2:33][N:34]([CH3:36])[CH3:35])=[CH:12][N:11]=2)=[N:7][CH:8]=1)#[N:2].FC(F)(F)C(O)=O>ClCCl>[C:1]([C:3]1[N:4]=[CH:5][C:6]([NH:9][C:10]2[N:11]=[CH:12][C:13]([NH:31][C:32](=[O:37])[CH2:33][N:34]([CH3:35])[CH3:36])=[C:14]([O:16][CH2:17][CH:18]3[CH2:19][CH2:20][NH:21][CH2:22][CH2:23]3)[CH:15]=2)=[N:7][CH:8]=1)#[N:2]. Reported procedure: A solution of tert-butyl 4-((2-(5-cyanopyrazin-2-ylamino)-5-(2-(dimethylamino)acetamido) pyridin-4-yloxy)methyl)piperidine-1-carboxylate (24 mg, 0.047 mmol) and trifluoroacetic acid (2 mL) in dichloromethane (10 mL) was stirred for 45 minutes. The solution was concentrated and the residue was loaded onto a MP-TsOH SPE cartridge. Elution with 2M ammonia in methanol gave N-(6-(5-cyanopyrazin-2-ylamino)-4-(piperidin-4-ylmethoxy)pyridin-3-yl)-2-(dimethylamino)acetamide as a yellow solid (14 mg, 72%)... Starting materials: [N+](=O)([O-])C1=CC=C(CP(OCC)(OCC)=O)C=C1 (diethyl p-nitrobenzyl-phosphonate), BrC1=CC=C(C=O)C=C1 (4-bromobenzaldehyde), [O-]CC.[Na+] (Sodium ethoxide). Solvent: C(C)O (ethanol), C(C)O (ethanol). Conditions: time 8 hour. Yields the product C(=O)C1=CC=C(C=C1)\C=C\C1=CC=C(C=C1)[N+](=O)[O-] (trans-4-formyl-4'-nitrostilbene). The yield is 93.0%. RXN SMILES: [O-:1][CH2:2][CH3:3].[Na+].[N+:5]([C:8]1[CH:22]=[CH:21][C:11]([CH2:12]P(=O)(OCC)OCC)=[CH:10][CH:9]=1)([O-:7])=[O:6].BrC1[CH:31]=[CH:30][C:27]([CH:28]=O)=[CH:26][CH:25]=1>C(O)C>[CH:2]([C:3]1[CH:31]=[CH:30][C:27](/[CH:28]=[CH:12]/[C:11]2[CH:10]=[CH:9][C:8]([N+:5]([O-:7])=[O:6])=[CH:22][CH:21]=2)=[CH:26][CH:25]=1)=[O:1] |f:0.1|. Procedure: Sodium ethoxide in ethanol (0.23 g Na in 10 mL ethanol) was added to a solution containing diethyl p-nitrobenzyl-phosphonate (2.73 g, 0.01 mole), 4-bromobenzaldehyde (1.85 g, 0.01 mole) and ethanol (50 mL) at 0° C. The mixture was warmed to room temperature and stirred overnight. The product was filtered, washed with ethanol and vacuum-dried overnight to give trans-4-formyl-4'-nitrostilbene (2.826 g, 0.0093 mole, 93%, m.p. 251°-219° C.). The product is COc1ccc(COc2cc(OCc3ccc(OC)cc3)c(C(C)C)cc2C(=O)N(CC(=O)OC(C)(C)C)c2ccc3c(ccn3C)c2)cc1. Starting materials: CCN=C=NCCCN(C)C, Cn1ccc2cc(NCC(=O)OC(C)(C)C)ccc21, COc1ccc(COc2cc(OCc3ccc(OC)cc3)c(C(C)C)cc2C(=O)O)cc1, ClCCl. Reaction SMILES: [CH2:52]([N:53]=[C:54]=[N:55][CH2:56][CH2:57][CH2:58][N:59]([CH3:60])[CH3:61])[CH3:62].[CH3:1][n:2]1[cH:3][cH:4][c:5]2[cH:6][c:7]([NH:11][CH2:12][C:13](=[O:14])[O:15][C:16]([CH3:17])([CH3:18])[CH3:19])[cH:8][cH:9][c:10]12.[CH:20]([CH3:21])([CH3:22])[c:23]1[c:24]([O:42][CH2:43][c:44]2[cH:45][cH:46][c:47]([O:50][CH3:51])[cH:48][cH:49]2)[cH:25][c:26]([O:32][CH2:33][c:34]2[cH:35][cH:36][c:37]([O:40][CH3:41])[cH:38][cH:39]2)[c:27]([C:28](=[O:29])[OH:30])[cH:31]1.[Cl:63][CH2:64][Cl:65]>>[CH3:1][n:2]1[cH:3][cH:4][c:5]2[cH:6][c:7]([N:11]([CH2:12][C:13](=[O:14])[O:15][C:16]([CH3:17])([CH3:18])[CH3:19])[C:28]([c:27]3[c:26]([O:32][CH2:33][c:34]4[cH:35][cH:36][c:37]([O:40][CH3:41])[cH:38][cH:39]4)[cH:25][c:24]([O:42][CH2:43][c:44]4[cH:45][cH:46][c:47]([O:50][CH3:51])[cH:48][cH:49]4)[c:23]([CH:20]([CH3:21])[CH3:22])[cH:31]3)=[O:29])[cH:8][cH:9][c:10]12. Reactants: ClC(Cl)(Cl)Cl, CC(=O)O, Cl, O=N[O-], Nc1ccc(Cl)cc1, [Na+], [Na+], [OH-], O, c1ccsc1. The product is Clc1ccc(-c2cccs2)cc1. RXN SMILES: [C:22]([Cl:23])([Cl:24])([Cl:25])[Cl:26].[CH3:27][C:28](=[O:29])[OH:30].[ClH:9].[N:10]([O-:11])=[O:12].[NH2:1][c:2]1[cH:3][cH:4][c:5]([Cl:6])[cH:7][cH:8]1.[Na+:13].[Na+:20].[OH-:19].[OH2:21].[cH:14]1[cH:15][cH:16][s:17][cH:18]1>>[c:2]1(-[c:16]2[cH:15][cH:14][cH:18][s:17]2)[cH:3][cH:4][c:5]([Cl:6])[cH:7][cH:8]1.